This data is from the Open Reaction Database (ORD), a public repository of structured organic reaction records. The task is: describe an organic reaction: reactants, conditions, products, and yield The reactants are ClC1=NC2=CC=C(C=C2C=C1)F (2-Chloro-6-fluoroquinoline), N1CCNCC1 (piperazine), C([O-])(O)=O.[Na+] (sodium bicarbonate). Solvent: CN(C=O)C (N,N-dimethylformamide). The product is FC=1C=C2C=CC(=NC2=CC1)N1CCN(CC1)C=O (4-(6-Fluoroquinolin-2-yl)piperazine-1-carbaldehyde). RXN SMILES: Cl[C:2]1[CH:11]=[CH:10][C:9]2[C:4](=[CH:5][CH:6]=[C:7]([F:12])[CH:8]=2)[N:3]=1.[NH:13]1[CH2:18][CH2:17][NH:16][CH2:15][CH2:14]1.[C:19](=O)(O)[O-:20].[Na+]>CN(C)C=O>[F:12][C:7]1[CH:8]=[C:9]2[C:4](=[CH:5][CH:6]=1)[N:3]=[C:2]([N:13]1[CH2:18][CH2:17][N:16]([CH:19]=[O:20])[CH2:15][CH2:14]1)[CH:11]=[CH:10]2 |f:2.3|. Procedure: A solution of 2-chloro-6-fluoroquinoline from Step D (0.8 g, 4.4 mmol) and piperazine (3.79 g, 44 mmol) in N,N-dimethylformamide (20 mL) is heated at 110° C. for 2 hours. The reaction is then basified with saturated aqueous sodium bicarbonate and extracted with ethyl acetate. The extracts are dried over anhydrous magnesium sulfate, filtered, and concentrated to give a tan oil. The oil is flash chromatographed on silica gel Merck-60 with a gradient of methanolic ammonia (5–10%) in ethyl acetate t... Starting materials: II (Iodine), NC=1C=C(C#N)C=C(C1N)C (3,4-diamino-5-methyl-benzonitrile), IC1=C(C(=NC=C1)OC)C=O (4-iodo-2-methoxy-pyridine-3-carbaldehyde). The solvent is CO (MeOH), CO (MeOH), CO (MeOH). Run at temperature 0 celsius, time 1 hour. The product is IC1=C(C(=NC=C1)OC)C=1NC2=C(N1)C(=CC(=C2)C#N)C (2-(4-Iodo-2-methoxy-pyridin-3-yl)-7-methyl-3H-benzimidazole-5-carbonitrile). The yield is 34.1%. RXN SMILES: [NH2:1][C:2]1[CH:3]=[C:4]([CH:7]=[C:8]([CH3:11])[C:9]=1[NH2:10])[C:5]#[N:6].[I:12][C:13]1[CH:18]=[CH:17][N:16]=[C:15]([O:19][CH3:20])[C:14]=1[CH:21]=O.II>CO>[I:12][C:13]1[CH:18]=[CH:17][N:16]=[C:15]([O:19][CH3:20])[C:14]=1[C:21]1[NH:1][C:2]2[CH:3]=[C:4]([C:5]#[N:6])[CH:7]=[C:8]([CH3:11])[C:9]=2[N:10]=1. Reported procedure: To a solution of 3,4-diamino-5-methyl-benzonitrile (2.00 g, 13.6 mmol) in MeOH (40 mL) was added 4-iodo-2-methoxy-pyridine-3-carbaldehyde (3.6 g, 13.6 mmol) in MeOH (20 mL) at 0° C. The resulting slurry was stirred at 0° C. for 1 h. Iodine (1.73 g, 8.8 mmol) in MeOH (10 mL) was added dropwise via a dropping funnel to the reaction mixture at 0° C. The reaction mixture was stirred at room temperature for 14 h. After removal of MeOH, the residue was diluted with saturated Na2S2O3 and extracted with... The reactants are O=C=NC(=O)Cc1ccc(F)cc1, CN1CCC(N2CCN(C(=O)Nc3cc(Oc4ccc(N)cc4F)ccn3)CC2)CC1, C1CCOC1. Product: CN1CCC(N2CCN(C(=O)Nc3cc(Oc4ccc(NC(=O)NC(=O)Cc5ccc(F)cc5)cc4F)ccn3)CC2)CC1. Reaction SMILES: [F:32][c:33]1[cH:34][cH:35][c:36]([CH2:39][C:40](=[O:41])[N:42]=[C:43]=[O:44])[cH:37][cH:38]1.[NH2:1][c:2]1[cH:3][c:4]([F:31])[c:5]([O:6][c:7]2[cH:8][c:9]([NH:13][C:14](=[O:15])[N:16]3[CH2:17][CH2:18][N:19]([CH:22]4[CH2:23][CH2:24][N:25]([CH3:28])[CH2:26][CH2:27]4)[CH2:20][CH2:21]3)[n:10][cH:11][cH:12]2)[cH:29][cH:30]1.[O:45]1[CH2:46][CH2:47][CH2:48][CH2:49]1>>[NH:1]([c:2]1[cH:3][c:4]([F:31])[c:5]([O:6][c:7]2[cH:8][c:9]([NH:13][C:14](=[O:15])[N:16]3[CH2:17][CH2:18][N:19]([CH:22]4[CH2:23][CH2:24][N:25]([CH3:28])[CH2:26][CH2:27]4)[CH2:20][CH2:21]3)[n:10][cH:11][cH:12]2)[cH:29][cH:30]1)[C:43]([NH:42][C:40]([CH2:39][c:36]1[cH:35][cH:34][c:33]([F:32])[cH:38][cH:37]1)=[O:41])=[O:44]. Reactants: NCC=1NC2=CC=C(C=C2C1C1=C(C=C(C=C1)Cl)Cl)Cl (2-aminomethyl-5-chloro-3-(2,4-dichlorophenyl)indole), C(C=C)#N (acrylonitrile). Product: Cl.ClC=1C=C2C(=C(NC2=CC1)CNCCC#N)C1=C(C=C(C=C1)Cl)Cl (5-Chloro-3-(2,4-dichlorophenyl)-2-[N(2-cyanoethyl)aminomethyl]indole hydrochloride). As a reaction SMILES: [NH2:1][CH2:2][C:3]1[NH:4][C:5]2[C:10]([C:11]=1[C:12]1[CH:17]=[CH:16][C:15]([Cl:18])=[CH:14][C:13]=1[Cl:19])=[CH:9][C:8]([Cl:20])=[CH:7][CH:6]=2.[C:21](#[N:24])[CH:22]=[CH2:23]>>[ClH:18].[Cl:20][C:8]1[CH:9]=[C:10]2[C:5](=[CH:6][CH:7]=1)[NH:4][C:3]([CH2:2][NH:1][CH2:23][CH2:22][C:21]#[N:24])=[C:11]2[C:12]1[CH:17]=[CH:16][C:15]([Cl:18])=[CH:14][C:13]=1[Cl:19] |f:2.3|. Procedure details: Treat 2-aminomethyl-5-chloro-3-(2,4-dichlorophenyl)indole with acrylonitrile in the same manner as in Example 1 to obtain the title compound which melts at 209°-210°C. Starting materials: CC1(OCCO1)C1=CC=C(O1)CN1N=C(C=C1)N (1-[5-(2-methyl-[1,3]dioxolan-2-yl)-furan-2-ylmethyl]-1H-pyrazol-3-ylamine), COC1=C(C=CC=C1)C1=C(N=C(O1)C)C(=O)O (5-(2-methoxy-phenyl)-2-methyl-oxazole-4-carboxylic acid). The product is C(C)(=O)C1=CC=C(O1)CN1N=C(C=C1)NC(=O)C=1N=C(OC1C1=C(C=CC=C1)OC)C (5-(2-Methoxy-phenyl)-2-methyl-oxazole-4-carboxylic acid [1-(5-acetyl-furan-2-ylmethyl)-1H-pyrazol-3-yl]-amide). As a reaction SMILES: [CH3:1][C:2]1([C:7]2[O:11][C:10]([CH2:12][N:13]3[CH:17]=[CH:16][C:15]([NH2:18])=[N:14]3)=[CH:9][CH:8]=2)[O:6]CCO1.[CH3:19][O:20][C:21]1[CH:26]=[CH:25][CH:24]=[CH:23][C:22]=1[C:27]1[O:31][C:30]([CH3:32])=[N:29][C:28]=1[C:33](O)=[O:34]>>[C:2]([C:7]1[O:11][C:10]([CH2:12][N:13]2[CH:17]=[CH:16][C:15]([NH:18][C:33]([C:28]3[N:29]=[C:30]([CH3:32])[O:31][C:27]=3[C:22]3[CH:23]=[CH:24][CH:25]=[CH:26][C:21]=3[O:20][CH3:19])=[O:34])=[N:14]2)=[CH:9][CH:8]=1)(=[O:6])[CH3:1]. Procedure details: Following general procedure B followed by either C or D, 1-[5-(2-methyl-[1,3]dioxolan-2-yl)-furan-2-ylmethyl]-1H-pyrazol-3-ylamine and 5-(2-methoxy-phenyl)-2-methyl-oxazole-4-carboxylic acid. LC-MS-conditions 01: tR=0.90 min; [M+H]+=421.09.